Dataset: the Open Reaction Database (ORD), a public repository of structured organic reaction records. Task: describe an organic reaction: reactants, conditions, products, and yield Reactants: CCOC(=O)c1c(CC)nn2c(-c3ccc(Cl)cc3Cl)c(C)oc12, CO, CC(=O)O, [Li+], [OH-], O, O, O. The product is CCc1nn2c(-c3ccc(Cl)cc3Cl)c(C)oc2c1C(=O)O. Reaction SMILES: [CH2:1]([CH3:2])[O:3][C:4](=[O:5])[c:6]1[c:7]([CH2:23][CH3:24])[n:8][n:9]2[c:10]1[o:11][c:12]([CH3:22])[c:13]2-[c:14]1[c:15]([Cl:21])[cH:16][c:17]([Cl:20])[cH:18][cH:19]1.[CH3:29][OH:30].[CH3:32][C:33](=[O:34])[OH:35].[Li+:27].[OH-:26].[OH2:25].[OH2:28].[OH2:31]>>[O:3]=[C:4]([OH:5])[c:6]1[c:7]([CH2:23][CH3:24])[n:8][n:9]2[c:10]1[o:11][c:12]([CH3:22])[c:13]2-[c:14]1[c:15]([Cl:21])[cH:16][c:17]([Cl:20])[cH:18][cH:19]1.